From a dataset of the Open Reaction Database (ORD), a public repository of structured organic reaction records. describe an organic reaction: reactants, conditions, products, and yield The reactants are C(C)(=O)C1=CC=C(C=C1)S(=O)(=O)N (4-acetyl-benzenesulfonamide), C1(CC1)C=1NC=C(N1)C=1C(=CC(=C(C=O)C1)OC)OC (5-(2-cyclopropyl-1H-imidazol-4-yl)-2,4-dimethoxy-benzaldehyde), C[O-].[Li+] (lithium methoxide). Run in CN(C=O)C (N,N-dimethylformamide). Run at time 18 hour. Yields the product C1(CC1)C=1NC=C(N1)C=1C(=CC(=C(C1)/C=C/C(=O)C1=CC=C(C=C1)S(=O)(=O)N)OC)OC (4-{3E-[5-(2-Cyclopropyl-1H-imidazol-4-yl)-2,4-dimethoxy-phenyl]-acryloyl}-benzenesulfonamide). Reaction SMILES: [C:1]([C:4]1[CH:9]=[CH:8][C:7]([S:10]([NH2:13])(=[O:12])=[O:11])=[CH:6][CH:5]=1)(=[O:3])[CH3:2].[CH:14]1([C:17]2[NH:18][CH:19]=[C:20]([C:22]3[C:23]([O:32][CH3:33])=[CH:24][C:25]([O:30][CH3:31])=[C:26]([CH:29]=3)[CH:27]=O)[N:21]=2)[CH2:16][CH2:15]1.C[O-].[Li+]>CN(C)C=O>[CH:14]1([C:17]2[NH:18][CH:19]=[C:20]([C:22]3[C:23]([O:32][CH3:33])=[CH:24][C:25]([O:30][CH3:31])=[C:26](/[CH:27]=[CH:2]/[C:1]([C:4]4[CH:5]=[CH:6][C:7]([S:10]([NH2:13])(=[O:11])=[O:12])=[CH:8][CH:9]=4)=[O:3])[CH:29]=3)[N:21]=2)[CH2:15][CH2:16]1 |f:2.3|. Procedure details: To a solution of 4-acetyl-benzenesulfonamide (Ex-26A, 0.12 g, 0.59 mmol) and 5-(2-cyclopropyl-1H-imidazol-4-yl)-2,4-dimethoxy-benzaldehyde (Ex-105B, 0.16 g, 0.59 mmol) in N,N-dimethylformamide (16 mL) was added lithium methoxide (1.0M in methanol, 2.4 mL, 2.4 mmol). The reaction mixture was allowed to stir for 18 hours at ambient temperature. The reaction was quenched with water. The aqueous solution was extracted with dichloromethane. The combined dichloromethane was concentrated. The crude pro...